This data is from the Open Reaction Database (ORD), a public repository of structured organic reaction records. The task is: describe an organic reaction: reactants, conditions, products, and yield Reactants: COC(=O)c1ccc(-c2ccc([N+](=O)[O-])cc2)cc1C, CCO, Cl, [Fe]. Product: COC(=O)c1ccc(-c2ccc(N)cc2)cc1C. As a reaction SMILES: [CH3:1][c:2]1[cH:3][c:4](-[c:12]2[cH:13][cH:14][c:15]([N+:18]([O-:19])=[O:20])[cH:16][cH:17]2)[cH:5][cH:6][c:7]1[C:8](=[O:9])[O:10][CH3:11].[CH3:22][CH2:23][OH:24].[ClH:21].[Fe:25]>>[CH3:1][c:2]1[cH:3][c:4](-[c:12]2[cH:13][cH:14][c:15]([NH2:18])[cH:16][cH:17]2)[cH:5][cH:6][c:7]1[C:8](=[O:9])[O:10][CH3:11]. Reactants: BrC1=CC(=C(C=C1F)CCC(=O)O)F (3-(4-bromo-2,5-difluorophenyl)propanoic acid), O=S(Cl)Cl (SOCl2), ice water, [Al+3].[Cl-].[Cl-].[Cl-] (AlCl3). The solvent is C(Cl)Cl (DCM). Run at time 18 hour. Product: BrC1=CC(=C2CCC(C2=C1F)=O)F (6-Bromo-4,7-difluoro-2,3-dihydro-1H-inden-1-one). RXN SMILES: [Br:1][C:2]1[C:7]([F:8])=[CH:6][C:5]([CH2:9][CH2:10][C:11]([OH:13])=O)=[C:4]([F:14])[CH:3]=1.O=S(Cl)Cl.[Al+3].[Cl-].[Cl-].[Cl-]>C(Cl)Cl>[Br:1][C:2]1[C:7]([F:8])=[C:6]2[C:5]([CH2:9][CH2:10][C:11]2=[O:13])=[C:4]([F:14])[CH:3]=1 |f:2.3.4.5|. Procedure details: To a solution of 3-(4-bromo-2,5-difluorophenyl)propanoic acid (1.10 g) in DCM (20 mL) was added SOCl2 (2.45 g). The mixture was stirred at room temperature for 18 hours. The solvent was removed by evaporation under reduced pressure. The residue was dried under high vacuum to give a crude solid. To the residue was added AlCl3 (2.76 g) and the mixture heated to 130° C. The mixture was stirred at 130° C. for 2 hours and then cooled to room temperature. The resulting mixture was treated with ice wat... Yields the product C(C)(C)(C)OC(=O)NC(C(=O)NCC=1C=CC(=C(C1)NC1=NC2=C(N1)C=C(C(=C2)C(=O)N[C@@H]2CC[C@H](CC2)C(F)(F)F)OC)C(F)(F)F)C(F)(F)F (2-(5-{[(2-tert.Butoxycarbonylamino-3,3,3-trifluoro-propionyl)amino]methyl}-2-trifluoromethyl-phenylamino)-6-methoxy-N-(trans-4-trifluoromethyl-cyclohex-1-yl)-1H-benzo[d]imidazole-5-carboxamide). The solvent is THF_in. Procedure: The title compound was prepared from 2-(5-aminomethyl-2-trifluoromethyl-phenylamino)-6-methoxy-N-(trans-4-trifluoromethyl-cyclohex-1-yl)-1H-benzo[d]imidazole-5-carboxamide and 2-tert.butoxycarbonylamino-3,3,3-trifluoro-propionic acid with TBTU, and TEA in THF_in analogy to example 3e. The reactants are NCC=1C=CC(=C(C1)NC1=NC2=C(N1)C=C(C(=C2)C(=O)N[C@@H]2CC[C@H](CC2)C(F)(F)F)OC)C(F)(F)F (2-(5-aminomethyl-2-trifluoromethyl-phenylamino)-6-methoxy-N-(trans-4-trifluoromethyl-cyclohex-1-yl)-1H-benzo[d]imidazole-5-carboxamide), C(C)(C)(C)OC(=O)NC(C(=O)O)C(F)(F)F (2-tert.butoxycarbonylamino-3,3,3-trifluoro-propionic acid), CN(C)C(=[N+](C)C)ON1C2=C(C=CC=C2)N=N1.[B-](F)(F)(F)F (TBTU). The yield is 70.0%. Reaction SMILES: [NH2:1][CH2:2][C:3]1[CH:4]=[CH:5][C:6]([C:34]([F:37])([F:36])[F:35])=[C:7]([NH:9][C:10]2[NH:14][C:13]3[CH:15]=[C:16]([O:32][CH3:33])[C:17]([C:19]([NH:21][C@H:22]4[CH2:27][CH2:26][C@H:25]([C:28]([F:31])([F:30])[F:29])[CH2:24][CH2:23]4)=[O:20])=[CH:18][C:12]=3[N:11]=2)[CH:8]=1.[C:38]([O:42][C:43]([NH:45][CH:46]([C:50]([F:53])([F:52])[F:51])[C:47](O)=[O:48])=[O:44])([CH3:41])([CH3:40])[CH3:39].CN(C(ON1N=NC2C=CC=CC1=2)=[N+](C)C)C.[B-](F)(F)(F)F>>[C:38]([O:42][C:43]([NH:45][CH:46]([C:50]([F:51])([F:52])[F:53])[C:47]([NH:1][CH2:2][C:3]1[CH:4]=[CH:5][C:6]([C:34]([F:36])([F:37])[F:35])=[C:7]([NH:9][C:10]2[NH:14][C:13]3[CH:15]=[C:16]([O:32][CH3:33])[C:17]([C:19]([NH:21][C@H:22]4[CH2:27][CH2:26][C@H:25]([C:28]([F:29])([F:30])[F:31])[CH2:24][CH2:23]4)=[O:20])=[CH:18][C:12]=3[N:11]=2)[CH:8]=1)=[O:48])=[O:44])([CH3:41])([CH3:39])[CH3:40] |f:2.3|. Starting materials: BrC1=CC=C(C=C1)NC(C1=C(C=CC(=C1)[N+](=O)[O-])N1CCC(CC1)C)=O (N-(4-bromophenyl)-2-(4-methyl-piperidin-1-yl)-5-nitro-benzoic acid amide), CC1=NC=C(C(=C1O)C=O)COP(=O)(O)O.O (MC-1). Reagents/catalysts: [Ni] (Ra-Ni). The solvent is C1CCOC1 (THF). Product: BrC1=CC=C(C=C1)NC(C1=C(C=CC(=C1)N)N1CCC(CC1)C)=O (N-(4-Bromophenyl)-2-(4-methyl-piperidin-1-yl)-5-amino-benzoic acid amide). RXN SMILES: [Br:1][C:2]1[CH:7]=[CH:6][C:5]([NH:8][C:9](=[O:26])[C:10]2[CH:15]=[C:14]([N+:16]([O-])=O)[CH:13]=[CH:12][C:11]=2[N:19]2[CH2:24][CH2:23][CH:22]([CH3:25])[CH2:21][CH2:20]2)=[CH:4][CH:3]=1.CC1C(O)=C(C=O)C(COP(O)(O)=O)=CN=1.O>C1COCC1.[Ni]>[Br:1][C:2]1[CH:7]=[CH:6][C:5]([NH:8][C:9](=[O:26])[C:10]2[CH:15]=[C:14]([NH2:16])[CH:13]=[CH:12][C:11]=2[N:19]2[CH2:20][CH2:21][CH:22]([CH3:25])[CH2:23][CH2:24]2)=[CH:4][CH:3]=1 |f:1.2|. Procedure details: Prepared analogously to Example 4b from N-(4-bromophenyl)-2-(4-methyl-piperidin-1-yl)-5-nitro-benzoic acid amide and Ra-Ni in THF. Yield: (quantitative). MS [M+H]+=388 (Br-isotope pattern); Rt=1.36 min (Method MC-1). Reactants: Cl.FC=1C=C(C#N)C=CC1OCCN1CC2CNCC(C1)O2 (3-fluoro-4-[2-(9-oxa-3,7-diaza-bicyclo[3.3.1]non-3-yl)-ethoxy]-benzonitrile hydrochloride), BrCCNC(OC(C)(C)C)=O (tert-butyl 2-bromoethylcarbamate), C([O-])([O-])=O.[K+].[K+] (potassium carbonate). Solvent: C(C)#N (acetonitrile). Conditions: temperature 60 celsius, time 8 hour. Yields the product C(C)(C)(C)OC(NCCN1CC2CN(CC(C1)O2)CCOC2=C(C=C(C=C2)C#N)F)=O ((2-{7-[2-(4-Cyano-2-fluoro-phenoxy)-ethyl]-9-oxa-3,7-diaza-bicyclo[3.3.1]non-3-yl}-ethyl)-carbamic acid tert-butyl ester). The yield is 77.3%. As a reaction SMILES: Cl.[F:2][C:3]1[CH:4]=[C:5]([CH:8]=[CH:9][C:10]=1[O:11][CH2:12][CH2:13][N:14]1[CH2:21][CH:20]2[O:22][CH:16]([CH2:17][NH:18][CH2:19]2)[CH2:15]1)[C:6]#[N:7].Br[CH2:24][CH2:25][NH:26][C:27](=[O:33])[O:28][C:29]([CH3:32])([CH3:31])[CH3:30].C(=O)([O-])[O-].[K+].[K+]>C(#N)C>[C:29]([O:28][C:27](=[O:33])[NH:26][CH2:25][CH2:24][N:18]1[CH2:19][CH:20]2[O:22][CH:16]([CH2:15][N:14]([CH2:13][CH2:12][O:11][C:10]3[CH:9]=[CH:8][C:5]([C:6]#[N:7])=[CH:4][C:3]=3[F:2])[CH2:21]2)[CH2:17]1)([CH3:32])([CH3:31])[CH3:30] |f:0.1,3.4.5|. Reported procedure: A suspension of intermediate 3-fluoro-4-[2-(9-oxa-3,7-diaza-bicyclo[3.3.1]non-3-yl)-ethoxy]-benzonitrile hydrochloride (5 g, 0.0137 mol, from step (vii) above), and tert-butyl 2-bromoethylcarbamate (3.98 g, 0.0178 mol , see WO 01/28992) and potassium carbonate (7.57 g, 0.0548 mol) in dry acetonitrile (100 ml) was stirred at 60° C. overnight under nitrogen atmosphere. The reaction mixture was filtered through celite and filtrate was concentrated under reduced pressure. The residue was purified by... Starting materials: CN1CC2=C(N(C=3C=CC(=CC23)C)CCCC(=O)OCC)CC1 (Ethyl 4-(1,2,3,4-tetrahydro-2,8-dimethylpyrido[4,3-b]indol-5-yl)butanoate), C(C)N (ethylamine). The product is C(C)NC(CCCN1C2=C(C=3C=C(C=CC13)C)CN(CC2)C)=O (N-ethyl-4-(1,2,3,4-tetrahydro-2,8-dimethylpyrido[4,3-b]indol-5-yl)butanamide). As a reaction SMILES: [CH3:1][N:2]1[CH2:23][CH2:22][C:5]2[N:6]([CH2:14][CH2:15][CH2:16][C:17](OCC)=[O:18])[C:7]3[CH:8]=[CH:9][C:10]([CH3:13])=[CH:11][C:12]=3[C:4]=2[CH2:3]1.[CH2:24]([NH2:26])[CH3:25]>>[CH2:24]([NH:26][C:17](=[O:18])[CH2:16][CH2:15][CH2:14][N:6]1[C:7]2[CH:8]=[CH:9][C:10]([CH3:13])=[CH:11][C:12]=2[C:4]2[CH2:3][N:2]([CH3:1])[CH2:23][CH2:22][C:5]1=2)[CH3:25]. Procedure: Ethyl 4-(1,2,3,4-tetrahydro-2,8-dimethylpyrido[4,3-b]indol-5-yl)butanoate (80 mg, 0.2 mmol) was stirred with ethylamine (0.8 ml) at 100-120° C. for 3-4 h to obtain 40 mg of N-ethyl-4-(1,2,3,4-tetrahydro-2,8-dimethylpyrido[4,3-b]indol-5-yl)butanamide after purification on neutral alumina chromatography eluting with methanol-dichloromethane gradient.